Dataset: the Open Reaction Database (ORD), a public repository of structured organic reaction records. Task: describe an organic reaction: reactants, conditions, products, and yield Reactants: BrC1=CC=C(C=C1)SCCC (1-bromo-4-propylsulfanyl-benzene), O (water), OOS(=O)[O-].[K+] (oxone). The solvent is C1CCOC1 (THF), CO (methanol). Product: BrC1=CC=C(C=C1)S(=O)(=O)CCC (1-Bromo-4-(propane-1-sulfonyl)-benzene). As a reaction SMILES: [OH:1]OS([O-])=O.[K+].[Br:7][C:8]1[CH:13]=[CH:12][C:11]([S:14][CH2:15][CH2:16][CH3:17])=[CH:10][CH:9]=1.[OH2:18]>C1COCC1.CO>[Br:7][C:8]1[CH:9]=[CH:10][C:11]([S:14]([CH2:15][CH2:16][CH3:17])(=[O:1])=[O:18])=[CH:12][CH:13]=1 |f:0.1|. Procedure: Add oxone (potassium mono persulfate, 15.03 g, 24.4 mmol) in one portion to a cold (0° C.) stirred solution of 1-bromo-4-propylsulfanyl-benzene (1.881 g, 8.14 mmol) in THF (20 mL), methanol (10 mL), and water (10 mL) and slowly warm to room temperature overnight. Remove the solvents under reduced pressure and add dichloromethane and water to the residue. Separate the layers, extract the aqueous layer twice with dichloromethane, wash the organic layer with saturated aqueous sodium bicarbonate, dr... The reactants are ClC=1C2=C(N=CN1)NC=C2 (4-Chloro-7H-pyrrolo[2,3-d]pyrimidine), NC1=CC=CC=C1 (aniline). Solvent: N1=CC=CC=C1 (pyridine). The product is C1(=CC=CC=C1)NC=1C2=C(N=CN1)NC=C2 (Phenyl-(7H-pyrrolo[2,3-d]pyrimidin-4-yl)-amine). Isolated yield 16.0%. As a reaction SMILES: Cl[C:2]1[C:3]2[CH:10]=[CH:9][NH:8][C:4]=2[N:5]=[CH:6][N:7]=1.[NH2:11][C:12]1[CH:17]=[CH:16][CH:15]=[CH:14][CH:13]=1>N1C=CC=CC=1>[C:12]1([NH:11][C:2]2[C:3]3[CH:10]=[CH:9][NH:8][C:4]=3[N:5]=[CH:6][N:7]=2)[CH:17]=[CH:16][CH:15]=[CH:14][CH:13]=1. Procedure details: Utilizing a procedure analogous to that described in Example 1, this product was prepared in 16% yield from 4-Chloro-7H-pyrrolo[2,3-d]pyrimidine (1.0 eq) and aniline (5.0 eq) in pyridine. (M.P. 234-236° C.; GC-MS: 211(MH+); anal. RP18-HPLC RT: 3.11 min.) The reactants are COc1ccc(P2(=S)SP(=S)(c3ccc(OC)cc3)S2)cc1, NC(=O)CCc1ccc([N+](=O)[O-])cc1, c1ccncc1. Product: NC(=S)CCc1ccc([N+](=O)[O-])cc1. Reaction SMILES: [CH3:15][O:16][c:17]1[cH:18][cH:19][c:20]([P:21]2(=[S:22])[S:23][P:25](=[S:26])([c:27]3[cH:28][cH:29][c:30]([O:31][CH3:32])[cH:33][cH:34]3)[S:24]2)[cH:35][cH:36]1.[N+:1](=[O:2])([O-:3])[c:4]1[cH:5][cH:6][c:7]([CH2:10][CH2:11][C:12](=[O:13])[NH2:14])[cH:8][cH:9]1.[cH:37]1[cH:38][cH:39][n:40][cH:41][cH:42]1>>[N+:1](=[O:2])([O-:3])[c:4]1[cH:5][cH:6][c:7]([CH2:10][CH2:11][C:12]([NH2:14])=[S:24])[cH:8][cH:9]1. Reactants: CS(=O)(=O)OC(CCc1ccccc1[N+](=O)[O-])C1CC1, CN(C)C=O, [K+], [OH-]. Product: O=[N+]([O-])c1ccccc1C1CC1C1CC1. Reaction SMILES: [CH3:1][S:2]([O:3][CH:6]([CH2:7][CH2:8][c:9]1[c:10]([N+:15](=[O:16])[O-:17])[cH:11][cH:12][cH:13][cH:14]1)[CH:18]1[CH2:19][CH2:20]1)(=[O:4])=[O:5].[CH3:23][N:24]([CH3:25])[CH:26]=[O:27].[K+:22].[OH-:21]>>[CH:6]1([CH:18]2[CH2:19][CH2:20]2)[CH2:7][CH:8]1[c:9]1[c:10]([N+:15](=[O:16])[O-:17])[cH:11][cH:12][cH:13][cH:14]1. Reactants: CC=C(CC)c1ccc(C(F)(F)F)c2[nH]c(=O)n(C)c12, CC(=O)O, [H][H]. Product: CCC(CC)c1ccc(C(F)(F)F)c2[nH]c(=O)n(C)c12. RXN SMILES: [CH2:1]([CH3:2])[C:3](=[CH:4][CH3:5])[c:6]1[cH:7][cH:8][c:9]([C:17]([F:18])([F:19])[F:20])[c:10]2[c:11]1[n:12]([CH3:16])[c:13](=[O:15])[nH:14]2.[CH3:23][C:24](=[O:25])[OH:26].[H:21][H:22]>>[CH2:1]([CH3:2])[CH:3]([CH2:4][CH3:5])[c:6]1[cH:7][cH:8][c:9]([C:17]([F:18])([F:19])[F:20])[c:10]2[c:11]1[n:12]([CH3:16])[c:13](=[O:15])[nH:14]2. Starting materials: CCOC(=O)c1ccc(C#Cc2ccc(C3(OCC(C)(C)C)CC3)c(C)c2)cc1, CCO, [Na+], C1CCOC1, [OH-]. The product is Cc1cc(C#Cc2ccc(C(=O)O)cc2)ccc1C1(OCC(C)(C)C)CC1. RXN SMILES: [CH3:1][C:2]([CH2:3][O:4][C:5]1([c:8]2[c:9]([CH3:27])[cH:10][c:11]([C:14]#[C:15][c:16]3[cH:17][cH:18][c:19]([C:20](=[O:21])[O:22][CH2:23][CH3:24])[cH:25][cH:26]3)[cH:12][cH:13]2)[CH2:6][CH2:7]1)([CH3:28])[CH3:29].[CH3:32][CH2:33][OH:34].[Na+:31].[O:35]1[CH2:36][CH2:37][CH2:38][CH2:39]1.[OH-:30]>>[CH3:1][C:2]([CH2:3][O:4][C:5]1([c:8]2[c:9]([CH3:27])[cH:10][c:11]([C:14]#[C:15][c:16]3[cH:17][cH:18][c:19]([C:20](=[O:21])[OH:22])[cH:25][cH:26]3)[cH:12][cH:13]2)[CH2:6][CH2:7]1)([CH3:28])[CH3:29]. The solvent is C1CCOC1 (THF), C(C)(=O)OCC (ethyl acetate), O (water), C1CCOC1 (THF). Reactants: NC=1C(=CSC1)NC(=S)NC1=C(SC=C1C)Cl (N-(4-amino-3-thienyl)-N′-(2-chloro-4-methylthienyl)thiourea), Cl (hydrogen chloride), C1(=CC=C(C=C1)S(=O)(=O)Cl)C (p-toluenesulfonyl chloride), [OH-].[Na+] (NaOH). Product: Cl.ClC=1SC=C(C1NC1=NC=2C(N1)=CSC2)C (2-(2-Chloro-4-methyl-3-thienylamino)-1H-thieno[3,4-d]imidazole hydrochloride). Conditions: time 2 hour. As a reaction SMILES: C1(C)C=CC(S([Cl:10])(=O)=O)=CC=1.[NH2:12][C:13]1[C:14]([NH:18][C:19]([NH:21][C:22]2[C:26]([CH3:27])=[CH:25][S:24][C:23]=2[Cl:28])=S)=[CH:15][S:16][CH:17]=1.[OH-].[Na+].Cl>C1COCC1.O.C(OCC)(=O)C>[ClH:10].[Cl:28][C:23]1[S:24][CH:25]=[C:26]([CH3:27])[C:22]=1[NH:21][C:19]1[NH:18][C:14]2=[CH:15][S:16][CH:17]=[C:13]2[N:12]=1 |f:2.3,8.9|. Procedure: A solution of 108.4 mg of p-toluenesulfonyl chloride in 5 ml of anhydrous THF was added dropwise to a mixture prepared from a solution of 157 mg of N-(4-amino-3-thienyl)-N′-(2-chloro-4-methylthienyl)thiourea in 15 ml of THF and a solution of 51.08 mg of NaOH in 2 ml of water. The resulting dark solution was stirred at room temperature for 2 hours, the solvent was distilled off and the residue was admixed with water. After extraction with ethyl acetate, the organic phase was washed with water and... Reaction SMILES: [CH3:1][O:2][C:3]1[CH:4]=[C:5]([CH:10]=[CH:11][C:12]=1[N:13]1[CH:17]=[C:16]([CH3:18])[N:15]=[CH:14]1)[C:6]([O:8]C)=[O:7].Cl.O>[OH-].[Na+].CO>[CH3:1][O:2][C:3]1[CH:4]=[C:5]([CH:10]=[CH:11][C:12]=1[N:13]1[CH:17]=[C:16]([CH3:18])[N:15]=[CH:14]1)[C:6]([OH:8])=[O:7] |f:3.4|. The reactants are COC=1C=C(C(=O)OC)C=CC1N1C=NC(=C1)C (methyl 3-methoxy-4-(4-methyl-1H-imidazol-1-yl)benzoate), O (Water), Cl (hydrochloric acid). The solvent is [OH-].[Na+] (sodium hydroxide), CO (methanol). Procedure: A mixture of methyl 3-methoxy-4-(4-methyl-1H-imidazol-1-yl)benzoate (16.0 g) in 2N aqueous sodium hydroxide solution (65 mL) and methanol (100 mL) was stirred at room temperature for 1 hr, and the mixture was acidified with 6N hydrochloric acid (pH=3-4). Water was added to the reaction mixture, and the precipitate was collected by filtration. The solid was washed with ethyl acetate and water to give the title compound (8.07 g). To the filtrate was added saturated brine, and the mixture was extra... Yields the product COC=1C=C(C(=O)O)C=CC1N1C=NC(=C1)C (3-methoxy-4-(4-methyl-1H-imidazol-1-yl)benzoic acid). Yield: 53.5%. Reaction conditions: time 1 hour. Starting materials: C(C)OCC (diethyl ether), OS(=O)(=O)O (H2SO4), C(C)(=O)O (acetic acid), COC1=CC=C(C=O)C=C1 (4-methoxybenzaldehyde), C(C)O (ethanol). Solvent: petroleum ether. The product is C(CC)C(C(=O)OCC)C(=O)OCC (Diethyl Propylmalonate). As a reaction SMILES: [CH2:1]([O:3][CH2:4][CH3:5])[CH3:2].CO[C:8]1[CH:15]=CC(C=O)=C[CH:9]=1.[CH2:16]([OH:18])[CH3:17].[OH:19]S(O)(=O)=O.[C:24](O)(=[O:26])C>>[CH2:9]([CH:2]([C:24]([O:18][CH2:16][CH3:17])=[O:26])[C:1]([O:3][CH2:4][CH3:5])=[O:19])[CH2:8][CH3:15]. Reported procedure: TLC analysis: Silica gel 60 F254 on aluminum sheet. Eluent is mixture from petroleum ether with diethyl ether (9:1 v/v). Chromatogram is sprinkled by indicator spray and then is charred at 150° C. Composition of indicator spray: 4-methoxybenzaldehyde (10 ml), ethanol (200 ml), 98% H2SO4 (10 ml) and glacial acetic acid (2 ml). One spot. Rf 0.54.